Dataset: the Open Reaction Database (ORD), a public repository of structured organic reaction records. Task: describe an organic reaction: reactants, conditions, products, and yield Reactants: NC1=C(C=C(C=C1)OC(F)(F)F)C(=O)C1=CC=CC=C1 ((2-Amino-5-trifluoromethoxy-phenyl)-phenyl-methanone), FC(C(CC(C)=O)=O)(F)F (1,1,1-trifluoro-2,4-pentanedione), ( M ). Solvent: CCCCCCC.C(C)(=O)OCC (heptane ethyl acetate). Reaction conditions: time 44 hour. Yields the product FC(C(=O)C=1C(=NC2=CC=C(C=C2C1C1=CC=CC=C1)OC(F)(F)F)C)(F)F (2,2,2-Trifluoro-1-(2-methyl-4-phenyl-6-trifluoromethoxy-quinolin-3-yl)-ethanone). The yield is 63.0%. Reaction SMILES: [NH2:1][C:2]1[CH:7]=[CH:6][C:5]([O:8][C:9]([F:12])([F:11])[F:10])=[CH:4][C:3]=1[C:13]([C:15]1[CH:20]=[CH:19][CH:18]=[CH:17][CH:16]=1)=O.[F:21][C:22]([F:30])([F:29])[C:23](=[O:28])[CH2:24][C:25](=O)[CH3:26]>CCCCCCC.C(OCC)(=O)C>[F:21][C:22]([F:30])([F:29])[C:23]([C:24]1[C:25]([CH3:26])=[N:1][C:2]2[C:3]([C:13]=1[C:15]1[CH:20]=[CH:19][CH:18]=[CH:17][CH:16]=1)=[CH:4][C:5]([O:8][C:9]([F:12])([F:11])[F:10])=[CH:6][CH:7]=2)=[O:28] |f:2.3|. Reported procedure: The title compound was prepared from (2-Amino-5-trifluoromethoxy-phenyl)-phenyl-methanone [example A6] and 1,1,1-trifluoro-2,4-pentanedione according to the procedure of example 1, except that the reaction time was of 44 h and heptane/ethyl acetate (10:1) was used. Yield: 63%; MS: m/z=399 (M). Yields the product COc1cc(CC(=O)O)cc(OC)c1OC, [Cl-]. Reaction SMILES: [CH3:1][O:2][c:3]1[cH:4][c:5]([CH2:13][C:14](=[O:15])[OH:16])[cH:6][c:7]([O:11][CH3:12])[c:8]1[O:9][CH3:10].[S:17]([Cl:18])([Cl:19])=[O:20]>>[CH3:1][O:2][c:3]1[cH:4][c:5]([CH2:13][C:14](=[O:15])[OH:16])[cH:6][c:7]([O:11][CH3:12])[c:8]1[O:9][CH3:10].[Cl-:19]. Starting materials: COc1cc(CC(=O)O)cc(OC)c1OC, O=S(Cl)Cl.